This data is from the Open Reaction Database (ORD), a public repository of structured organic reaction records. The task is: describe an organic reaction: reactants, conditions, products, and yield The reactants are C(CCC)OC(NC1CCN(CC1)C(CNC(=O)OCC1=CC=CC=C1)=O)=O ([1-(2-Benzyloxycarbonylamino-acetyl)-piperidin-4-yl]-carbamic acid butyl ester). The reagents and catalysts are [Pd] (Pd/C). Run in C(C)O (ethanol). Run at time 12 hour. Product: C(CCC)OC(NC1CCN(CC1)C(CN)=O)=O ([1-(2-Amino-acetyl)-piperidin-4-yl]carbamic acid butyl ester). As a reaction SMILES: [CH2:1]([O:5][C:6](=[O:28])[NH:7][CH:8]1[CH2:13][CH2:12][N:11]([C:14](=[O:27])[CH2:15][NH:16]C(OCC2C=CC=CC=2)=O)[CH2:10][CH2:9]1)[CH2:2][CH2:3][CH3:4]>C(O)C.[Pd]>[CH2:1]([O:5][C:6](=[O:28])[NH:7][CH:8]1[CH2:9][CH2:10][N:11]([C:14](=[O:27])[CH2:15][NH2:16])[CH2:12][CH2:13]1)[CH2:2][CH2:3][CH3:4]. Procedure details: A suspension of 287 mg [1-(2-Benzyloxycarbonylamino-acetyl)-piperidin-4-yl]-carbamic acid butyl ester and 0.1 g Pd/C (10%) in 25 ml ethanol was stirred under an atmosphere of hydrogen (3 bar) for 12 h. The mixture was filtrated over a plug of Celite, washed with ethanol and the combined wash solutions concentrated to give the title compound as colourless oil. Yield: 156 mg. Starting materials: C(C)(=O)CC(=O)NC1=CC=CC=C1 (2-acetylacetanilide), [H-].[Na+] (Sodium hydride), BrC(C)C (2-Bromopropane), Cl (hydrochloric acid), [H][H] (hydrogen). The solvent is CN(C=O)C (dimethylformamide), O (water). Yields the product C(C)(=O)C(C(=O)NC1=CC=CC=C1)C(C)C (2-acetyl-2-isopropylacetanilide). RXN SMILES: [H-].[Na+].[C:3]([CH2:6][C:7]([NH:9][C:10]1[CH:15]=[CH:14][CH:13]=[CH:12][CH:11]=1)=[O:8])(=[O:5])[CH3:4].[H][H].Br[CH:19]([CH3:21])[CH3:20].Cl>CN(C)C=O.O>[C:3]([CH:6]([CH:19]([CH3:21])[CH3:20])[C:7]([NH:9][C:10]1[CH:15]=[CH:14][CH:13]=[CH:12][CH:11]=1)=[O:8])(=[O:5])[CH3:4] |f:0.1|. Procedure: Sodium hydride (0.48 g. of a 50% w/w dispersion in mineral oil) was added to a solution of 2-acetylacetanilide (1.8 g.) in dry dimethylformamide (15 ml.) under an atmosphere of argon. The mixture was stirred at 35° until the evolution of hydrogen had ceased. 2-Bromopropane (1.12 ml.) was added, and the mixture was heated at 55°-60° for 110 hr. The mixture was cooled and then poured into water (100 ml.). The resulting solution was adjusted to pH 2 with 3N-hydrochloric acid and extracted with ethy... Reactants: FC1=C(C=CC(=C1)B1OC(C(O1)(C)C)(C)C)C=1N=CC(=NC1)N (5-(2-fluoro-4-(4,4,5,5-tetramethyl-1,3,2-dioxaborolan-2-yl)phenyl)pyrazin-2-amine), BrC1=C(C=CC=C1)N1C(CCC1)=O (1-(2-bromophenyl)pyrrolidin-2-one). The product is NC=1N=CC(=NC1)C1=C(C=C(C=C1)C1=C(C=CC=C1)N1C(CCC1)=O)F (1-[4′-(5-Aminopyrazin-2-yl)-3′-fluorobiphenyl-2-yl]pyrrolidin-2-one). RXN SMILES: [F:1][C:2]1[CH:7]=[C:6](B2OC(C)(C)C(C)(C)O2)[CH:5]=[CH:4][C:3]=1[C:17]1[N:18]=[CH:19][C:20]([NH2:23])=[N:21][CH:22]=1.Br[C:25]1[CH:30]=[CH:29][CH:28]=[CH:27][C:26]=1[N:31]1[CH2:35][CH2:34][CH2:33][C:32]1=[O:36]>>[NH2:23][C:20]1[N:21]=[CH:22][C:17]([C:3]2[CH:4]=[CH:5][C:6]([C:25]3[CH:30]=[CH:29][CH:28]=[CH:27][C:26]=3[N:31]3[CH2:35][CH2:34][CH2:33][C:32]3=[O:36])=[CH:7][C:2]=2[F:1])=[N:18][CH:19]=1. Procedure: Title compound was prepared using analogous conditions to those described in Example 1 utilizing 5-(2-fluoro-4-(4,4,5,5-tetramethyl-1,3,2-dioxaborolan-2-yl)phenyl)pyrazin-2-amine and 1-(2-bromophenyl)pyrrolidin-2-one. MS (ESI): mass calcd. for C20H17FN4O, 348.14; m/z found, 349.0 [M+H]+. 1H NMR (400 MHz, DMSO-d6) δ 8.39 (s, 1H), 8.03 (s, 1H), 7.91 (m, 1H), 7.54-7.14 (m, 6H), 6.72 (s, 2H), 3.44 (t, J=6.7, 2H), 2.26 (t, J=7.9, 2H), 1.97-1.87 (m, 2H). Starting materials: OC=1C=C(C(=O)N)C=CC1 (3-hydroxybenzamide), C([O-])([O-])=O.[K+].[K+] (potassium carbonate), BrC1=CC=C(CBr)C=C1 (p-bromobenzyl bromide). Run in C(C)#N (acetonitrile). Yields the product BrC1=CC=C(COC=2C=C(C(=O)N)C=CC2)C=C1 (3-(4-Bromobenzyloxy)benzamide). RXN SMILES: [OH:1][C:2]1[CH:3]=[C:4]([CH:8]=[CH:9][CH:10]=1)[C:5]([NH2:7])=[O:6].C(=O)([O-])[O-].[K+].[K+].[Br:17][C:18]1[CH:25]=[CH:24][C:21]([CH2:22]Br)=[CH:20][CH:19]=1>C(#N)C>[Br:17][C:18]1[CH:25]=[CH:24][C:21]([CH2:22][O:1][C:2]2[CH:3]=[C:4]([CH:8]=[CH:9][CH:10]=2)[C:5]([NH2:7])=[O:6])=[CH:20][CH:19]=1 |f:1.2.3|. Procedure: To 3-hydroxybenzamide (2.0 mM) under nitrogen was added anhydrous acetonitrile (20 ml), potassium carbonate (2.0 mM), and p-bromobenzyl bromide (2.0 mM). The mixture was refluxed for 3 hours, and the progress of the reaction monitored by TLC. The excess solvent was removed under vacuum, until dry, and the title compound was recrystallised from hot dichloromethane (minimum amount). A white crystalline solid was isolated and dried. Melting point: 160-161° C.; Infrared data: cm-1 : KBr disc: 3323; ... Starting materials: C(C)(C)(C)C1=NC2=C(N1CC1CCC(CC1)(F)F)C=CC(=C2)S(=O)(=O)Cl (2-tert-Butyl-1-[(4,4-difluorocyclohexyl)methyl]-1H-benzimidazole-5-sulfonyl chloride), N1N=CC(=C1)C=O (1H-pyrazole-4-carbaldehyde). The reagents and catalysts are CN(C)C=1C=CN=CC1 (DMAP). The solvent is ClCCCl (DCE). Reaction conditions: time 3 hour. Yields the product C(C)(C)(C)C1=NC2=C(N1CC1CCC(CC1)(F)F)C=CC(=C2)S(=O)(=O)N2N=CC(=C2)C=O (1-({2-tert-butyl-1-[(4,4-difluorocyclohexyl)methyl]-1H-benzimidazol-5-yl}sulfonyl)-1H-pyrazole-4-carbaldehyde). Reaction SMILES: [C:1]([C:5]1[N:9]([CH2:10][CH:11]2[CH2:16][CH2:15][C:14]([F:18])([F:17])[CH2:13][CH2:12]2)[C:8]2[CH:19]=[CH:20][C:21]([S:23](Cl)(=[O:25])=[O:24])=[CH:22][C:7]=2[N:6]=1)([CH3:4])([CH3:3])[CH3:2].[NH:27]1[CH:31]=[C:30]([CH:32]=[O:33])[CH:29]=[N:28]1>CN(C1C=CN=CC=1)C.ClCCCl>[C:1]([C:5]1[N:9]([CH2:10][CH:11]2[CH2:16][CH2:15][C:14]([F:18])([F:17])[CH2:13][CH2:12]2)[C:8]2[CH:19]=[CH:20][C:21]([S:23]([N:27]3[CH:31]=[C:30]([CH:32]=[O:33])[CH:29]=[N:28]3)(=[O:25])=[O:24])=[CH:22][C:7]=2[N:6]=1)([CH3:4])([CH3:3])[CH3:2]. Reported procedure: 2-tert-Butyl-1-[(4,4-difluorocyclohexyl)methyl]-1H-benzimidazole-5-sulfonyl chloride (0.8 g, 1.9 mmol) was added to a solution of 1H-pyrazole-4-carbaldehyde (0.6 g, 6.2 mmol) and DMAP (1.5 g, 12 mmol) in DCE (70 mL) at 0° C. The reaction mixture was allowed to warm to ambient temperature and stirred for 3 h. The solvent was concentrated and the product was purified by flash chromatography on silica gel using DCM/EtOAc (1:1) as eluent to provide the title compound as white solid. Yield: 0.34 g (3...